Dataset: the Open Reaction Database (ORD), a public repository of structured organic reaction records. Task: describe an organic reaction: reactants, conditions, products, and yield The reactants are C(CNC(=O)C1=CC=CC=C1)(=O)O (hippuric acid). Solvent: C(C)(=O)OC(C)=O (acetic acid anhydride). Conditions: temperature 60 celsius, time 1.5 hour. The product is C1(=CC=CC=C1)C=1OC(CN1)=O (2-phenyl-2-oxazolin-5-one). As a reaction SMILES: [C:1]([OH:13])(=[O:12])[CH2:2][NH:3][C:4]([C:6]1[CH:11]=[CH:10][CH:9]=[CH:8][CH:7]=1)=O>C(OC(=O)C)(=O)C>[C:6]1([C:4]2[O:13][C:1](=[O:12])[CH2:2][N:3]=2)[CH:7]=[CH:8][CH:9]=[CH:10][CH:11]=1. Procedure: Into 270 ml of acetic acid anhydride, 89.5 g (0.5M) of hippuric acid was added, and the thus obtained mixture was stirred for 1.5 hours at 60° C. to obtain a uniform solution of 2-phenyl-2-oxazolin-5-one, which was preserved by cooling to -20° C. Starting materials: CC(C)(C)c1ccc(B(O)O)cc1, CC(=O)[O-], CC(=O)[O-], CO, O=Cc1c(Cl)[nH]c2ccccc12, ClCCl, ClCCl, [Cu+2], c1ccncc1. Product: CC(C)(C)c1ccc(-n2c(Cl)c(C=O)c3ccccc32)cc1. As a reaction SMILES: [C:13]([CH3:14])([CH3:15])([CH3:16])[c:17]1[cH:18][cH:19][c:20]([B:23]([OH:24])[OH:25])[cH:21][cH:22]1.[C:40]([O-:41])(=[O:42])[CH3:43].[C:45]([O-:46])(=[O:47])[CH3:48].[CH3:32][OH:33].[Cl:1][c:2]1[nH:3][c:4]2[cH:5][cH:6][cH:7][cH:8][c:9]2[c:10]1[CH:11]=[O:12].[Cl:34][CH2:35][Cl:36].[Cl:37][CH2:38][Cl:39].[Cu+2:44].[cH:26]1[cH:27][cH:28][n:29][cH:30][cH:31]1>>[Cl:1][c:2]1[n:3](-[c:20]2[cH:19][cH:18][c:17]([C:13]([CH3:14])([CH3:15])[CH3:16])[cH:22][cH:21]2)[c:4]2[cH:5][cH:6][cH:7][cH:8][c:9]2[c:10]1[CH:11]=[O:12]. The reactants are [H-].[Na+] (sodium hydride), S1C(=CC=C1)CCCBr (3-(2-thienyl)propyl bromide), suspension, 2.1, C(C)OC(CS)=O (thioglycolic acid ethyl ester), C(C)(=O)OCC (ethyl acetate), ice water. The solvent is O1CCCC1 (tetrahydrofuran). Conditions: time 30 minute. The product is C(C)OC(CCCCC=1SC=CC1)=S (3-(2-thienyl)propylthioacetic acid ethyl ester). The yield is 80.2%. As a reaction SMILES: [H-].[Na+].C(OC(=O)C[SH:8])C.[S:10]1[CH:14]=[CH:13][CH:12]=[C:11]1[CH2:15][CH2:16][CH2:17]Br.[C:19]([O:22][CH2:23][CH3:24])(=O)[CH3:20]>O1CCCC1>[CH2:23]([O:22][C:19](=[S:8])[CH2:20][CH2:17][CH2:16][CH2:15][C:11]1[S:10][CH:14]=[CH:13][CH:12]=1)[CH3:24] |f:0.1|. Procedure details: 995 mg (22.8 mmol) of sodium hydride in the form of a 55% suspension in mineral oil are placed at from 0° to 5° in 30 ml of tetrahydrofuran, and 2.1 25 ml (19 mmol) of thioglycolic acid ethyl ester are added dropwise thereto. The mixture is stirred for 30 minutes at from 0° to 5°; 3.9 g (19 mmol) of 3-(2-thienyl)propyl bromide are added dropwise under nitrogen at from 0° to 5° and the mixture is allowed to rise to room temperature and is then stirred for 3 hours. The mixture is then again cooled... The reactants are C(\C=C\C=CCCCC)O (trans-2,4-nonadien-1-ol). Reagents/catalysts: [O-2].[O-2].[Mn+4] (manganese dioxide). Solvent: C(Cl)(Cl)Cl (chloroform). Run at time 11 hour. Product: C(\C=C\C=CCCCC)=O (trans-2,4-nonadienal). Isolated yield 45.7%. Reaction SMILES: [CH2:1]([OH:10])/[CH:2]=[CH:3]/[CH:4]=[CH:5][CH2:6][CH2:7][CH2:8][CH3:9]>C(Cl)(Cl)Cl.[O-2].[O-2].[Mn+4]>[CH:1](=[O:10])/[CH:2]=[CH:3]/[CH:4]=[CH:5][CH2:6][CH2:7][CH2:8][CH3:9] |f:2.3.4|. Reported procedure: To a solution of trans, trans-2,4-nonadien-1-ol (20 g) in chloroform (400 ml) was added manganese dioxide (125 g). The mixture was stirred for 11 hours at ambient temperature and then filtered. The filtrate was concentrated under reduced pressure to give an oily residue, which was subjected to a column chromatography on silica gel (developing solvent: chloroform). The eluate was concentrated under reduced pressure to give colorless oily trans, trans-2,4-nonadienal (9 g). Reaction conditions: temperature 50 celsius, time 6 hour. Reported procedure: To a solution of 4-[(4-{3-[N-benzyl-N-(2-carbamoylethyl)amino]propoxy}-2-methylphenyl)methyl]-5-isopropyl-3-(2,3,4,6-tetra-O-pivaloyl-β-D-glucopyranosyloxy)-1H-pyrazole (1.25 g) in methanol (13 mL) was added sodium methoxide (28% methanol solution, 0.25 mL), and the mixture was stirred at 50° C. for 6 hours. The reaction mixture was concentrated under reduced pressure, and the residue was purified by column chromatography on silica gel (eluent: dichloromethane/methanol=10/1-5/1) to give the titl... Yields the product C(C1=CC=CC=C1)N(CCC(N)=O)CCCOC1=CC(=C(C=C1)CC=1C(=NNC1C(C)C)O[C@H]1[C@H](O)[C@@H](O)[C@H](O)[C@H](O1)CO)C (4-[(4-{3-[N-Benzyl-N-(2-carbamoylethyl)amino]propoxy}-2-methylphenyl)methyl]-3-(β-D-glucopyranosyloxy)-5-isopropyl-1H-pyrazole). The solvent is CO (methanol). The reactants are C(C1=CC=CC=C1)N(CCC(N)=O)CCCOC1=CC(=C(C=C1)CC=1C(=NNC1C(C)C)O[C@H]1[C@H](OC(C(C)(C)C)=O)[C@@H](OC(C(C)(C)C)=O)[C@H](OC(C(C)(C)C)=O)[C@H](O1)COC(C(C)(C)C)=O)C (4-[(4-{3-[N-benzyl-N-(2-carbamoylethyl)amino]propoxy}-2-methylphenyl)methyl]-5-isopropyl-3-(2,3,4,6-tetra-O-pivaloyl-β-D-glucopyranosyloxy)-1H-pyrazole), C[O-].[Na+] (sodium methoxide). As a reaction SMILES: [CH2:1]([N:8]([CH2:14][CH2:15][CH2:16][O:17][C:18]1[CH:23]=[CH:22][C:21]([CH2:24][C:25]2[C:26]([O:33][C@@H:34]3[O:60][C@H:59]([CH2:61][O:62]C(=O)C(C)(C)C)[C@@H:51]([O:52]C(=O)C(C)(C)C)[C@H:43]([O:44]C(=O)C(C)(C)C)[C@H:35]3[O:36]C(=O)C(C)(C)C)=[N:27][NH:28][C:29]=2[CH:30]([CH3:32])[CH3:31])=[C:20]([CH3:69])[CH:19]=1)[CH2:9][CH2:10][C:11](=[O:13])[NH2:12])[C:2]1[CH:7]=[CH:6][CH:5]=[CH:4][CH:3]=1.C[O-].[Na+]>CO>[CH2:1]([N:8]([CH2:14][CH2:15][CH2:16][O:17][C:18]1[CH:23]=[CH:22][C:21]([CH2:24][C:25]2[C:26]([O:33][C@@H:34]3[O:60][C@H:59]([CH2:61][OH:62])[C@@H:51]([OH:52])[C@H:43]([OH:44])[C@H:35]3[OH:36])=[N:27][NH:28][C:29]=2[CH:30]([CH3:32])[CH3:31])=[C:20]([CH3:69])[CH:19]=1)[CH2:9][CH2:10][C:11](=[O:13])[NH2:12])[C:2]1[CH:7]=[CH:6][CH:5]=[CH:4][CH:3]=1 |f:1.2|. Isolated yield 61.5%. Reactants: CCO, CCC(C)O, CC(C)O, COc1cc2nccc(Cl)c2cc1OC, Cl, Cc1ccc(N)cc1O. The product is COc1cc2nccc(Nc3ccc(C)c(O)c3)c2cc1OC. As a reaction SMILES: [CH3:26][CH2:27][OH:28].[CH3:29][CH:30]([OH:31])[CH2:32][CH3:33].[CH:34]([OH:35])([CH3:36])[CH3:37].[Cl:1][c:2]1[cH:3][cH:4][n:5][c:6]2[cH:7][c:8]([O:14][CH3:15])[c:9]([O:12][CH3:13])[cH:10][c:11]12.[ClH:25].[OH:16][c:17]1[cH:18][c:19]([NH2:20])[cH:21][cH:22][c:23]1[CH3:24]>>[c:2]1([NH:20][c:19]2[cH:18][c:17]([OH:16])[c:23]([CH3:24])[cH:22][cH:21]2)[cH:3][cH:4][n:5][c:6]2[cH:7][c:8]([O:14][CH3:15])[c:9]([O:12][CH3:13])[cH:10][c:11]12. As a reaction SMILES: [CH2:1](Cl)[CH2:2][CH2:3][CH2:4][CH2:5][CH2:6][CH2:7][CH2:8][CH2:9][CH2:10][CH2:11][CH3:12].C([Mg:22][Cl:23])CCCCCCC>>[CH2:1]([Mg:22][Cl:23])[CH2:2][CH2:3][CH2:4][CH2:5][CH2:6][CH2:7][CH2:8][CH2:9][CH2:10][CH2:11][CH3:12]. Procedure details: The compound n-C12H25MgCl was prepared from Mg and n-C12H25Cl by operating according to the modalities described in Example 1(a) for the compound n-C8H17MgCl. Yields the product C(CCCCCCCCCCC)[Mg]Cl (n-C12H25MgCl). Starting materials: C(CCCCCCCCCCC)Cl (n-C12H25Cl), C(CCCCCCC)[Mg]Cl (n-C8H17MgCl). The yield is 92.5%. The reactants are I[C@H]1C[C@H](N(C1)C(=O)OC(C)(C)C)C(=O)OC (1-tert-butyl 2-methyl (2S,4S)-4-iodopyrrolidine-1,2-dicarboxylate), N12CCCCCC2=NCCC1 (1,8-diaza bicyclo[5,4,0]undec-7-ene). Solvent: C1(=CC=CC=C1)C (toluene). Reaction conditions: temperature 85 celsius, time 10 hour. Product: N1([C@@H](CC=C1)C(=O)OC)C(=O)OC(C)(C)C (1-tert-butyl 2-methyl (2S)-2,3-dihydro-1H-pyrrole-1,2-dicarboxylate), N1([C@@H](C=CC1)C(=O)OC)C(=O)OC(C)(C)C (1-tert-butyl 2-methyl (2S)-2,5-dihydro-1H-pyrrole-1,2-dicarboxylate). RXN SMILES: I[C@@H:2]1[CH2:6][N:5]([C:7]([O:9][C:10]([CH3:13])([CH3:12])[CH3:11])=[O:8])[C@H:4]([C:14]([O:16][CH3:17])=[O:15])[CH2:3]1.N12CCCN=C1CCCCC2>C1(C)C=CC=CC=1>[N:5]1([C:7]([O:9][C:10]([CH3:13])([CH3:12])[CH3:11])=[O:8])[CH:6]=[CH:2][CH2:3][C@H:4]1[C:14]([O:16][CH3:17])=[O:15].[N:5]1([C:7]([O:9][C:10]([CH3:13])([CH3:12])[CH3:11])=[O:8])[CH2:6][CH:2]=[CH:3][C@H:4]1[C:14]([O:16][CH3:17])=[O:15]. Reported procedure: To a solution of 27.3 g of the compound obtained in Step 19-1 in toluene (500 ml) was added 1,8-diaza bicyclo[5,4,0]undec-7-ene (DBU) (12.7 ml) and the reaction mixture was stirred for 10 hours at an external temperature of 85° C. After being to cool, the precipitation was separated by filtration and the solvent was evaporated under reduced pressure. The obtained residue was separated and purified by column chromatography (silicagel 60; mobile phase: EtOAc/n-hexane=1/10 to 1/5; v/v) to obtain 4....